Dataset: the Open Reaction Database (ORD), a public repository of structured organic reaction records. Task: describe an organic reaction: reactants, conditions, products, and yield The reactants are C=O, CC1(C)CC(O)C(Cc2ccccc2)C(C)(C)N1, [Na+], C1COCCO1, [OH-]. Product: CN1C(C)(C)CC(O)C(Cc2ccccc2)C1(C)C. Reaction SMILES: [CH2:19]=[O:20].[CH2:1]([c:2]1[cH:3][cH:4][cH:5][cH:6][cH:7]1)[CH:8]1[C:9]([CH3:17])([CH3:18])[NH:10][C:11]([CH3:15])([CH3:16])[CH2:12][CH:13]1[OH:14].[Na+:22].[O:23]1[CH2:24][CH2:25][O:26][CH2:27][CH2:28]1.[OH-:21]>>[CH2:1]([c:2]1[cH:3][cH:4][cH:5][cH:6][cH:7]1)[CH:8]1[C:9]([CH3:17])([CH3:18])[N:10]([CH3:19])[C:11]([CH3:15])([CH3:16])[CH2:12][CH:13]1[OH:14].